From a dataset of the Open Reaction Database (ORD), a public repository of structured organic reaction records. describe an organic reaction: reactants, conditions, products, and yield The reactants are CC1(C)OC(C2CC2)C(C(CC2CCC(=O)CC2)NC(=O)C(Cc2c[nH]cn2)NC(=O)C(Cc2ccccc2)CS(=O)(=O)C(C)(C)C)O1, CO, Cl. Product: CC(C)(C)S(=O)(=O)CC(Cc1ccccc1)C(=O)NC(Cc1c[nH]cn1)C(=O)NC(CC1CCC(=O)CC1)C(O)C(O)C1CC1. As a reaction SMILES: [C:1]([CH3:2])([CH3:3])([CH3:4])[S:5](=[O:6])(=[O:7])[CH2:8][CH:9]([C:10](=[O:11])[NH:12][CH:13]([C:14](=[O:15])[NH:16][CH:17]([CH2:18][CH:19]1[CH2:20][CH2:21][C:22](=[O:25])[CH2:23][CH2:24]1)[CH:26]1[O:27][C:28]([CH3:34])([CH3:35])[O:29][CH:30]1[CH:31]1[CH2:32][CH2:33]1)[CH2:36][c:37]1[n:38][cH:39][nH:40][cH:41]1)[CH2:42][c:43]1[cH:44][cH:45][cH:46][cH:47][cH:48]1.[CH3:49][OH:50].[ClH:51]>>[C:1]([CH3:2])([CH3:3])([CH3:4])[S:5](=[O:6])(=[O:7])[CH2:8][CH:9]([C:10](=[O:11])[NH:12][CH:13]([C:14](=[O:15])[NH:16][CH:17]([CH2:18][CH:19]1[CH2:20][CH2:21][C:22](=[O:25])[CH2:23][CH2:24]1)[CH:26]([OH:27])[CH:30]([OH:29])[CH:31]1[CH2:32][CH2:33]1)[CH2:36][c:37]1[n:38][cH:39][nH:40][cH:41]1)[CH2:42][c:43]1[cH:44][cH:45][cH:46][cH:47][cH:48]1. Starting materials: C1(CC1)N[C@H]1[C@H](CN(CC1)C1=NC=C(C=C1)C(F)(F)F)F ((3S,4R)-cyclopropyl-(3-fluoro-5′-trifluoromethyl-3,4,5,6-tetrahydro-2H-[1,2′]bipyridinyl-4-yl)-amine), CC1=NN=NN1C1=CC=C(C(=O)O)C=C1 (4-(5-methyl-tetrazol-1-yl)-benzoic acid). Yields the product C1(CC1)N(C(C1=CC=C(C=C1)N1N=NN=C1C)=O)[C@H]1[C@H](CN(CC1)C1=NC=C(C=C1)C(F)(F)F)F ((3S,4R)—N-Cyclopropyl-N-(3-fluoro-5′-trifluoromethyl-3,4,5,6-tetrahydro-2H-[1,2]bipyridinyl-4-yl)-4-(5-methyl-tetrazol-1-yl)-benzamide). RXN SMILES: [CH:1]1([NH:4][C@@H:5]2[CH2:10][CH2:9][N:8]([C:11]3[CH:16]=[CH:15][C:14]([C:17]([F:20])([F:19])[F:18])=[CH:13][N:12]=3)[CH2:7][C@@H:6]2[F:21])[CH2:3][CH2:2]1.[CH3:22][C:23]1[N:27]([C:28]2[CH:36]=[CH:35][C:31]([C:32](O)=[O:33])=[CH:30][CH:29]=2)[N:26]=[N:25][N:24]=1>>[CH:1]1([N:4]([C@@H:5]2[CH2:10][CH2:9][N:8]([C:11]3[CH:16]=[CH:15][C:14]([C:17]([F:18])([F:20])[F:19])=[CH:13][N:12]=3)[CH2:7][C@@H:6]2[F:21])[C:32](=[O:33])[C:31]2[CH:35]=[CH:36][C:28]([N:27]3[C:23]([CH3:22])=[N:24][N:25]=[N:26]3)=[CH:29][CH:30]=2)[CH2:2][CH2:3]1. Procedure details: The title compound is prepared from (3S,4R)-cyclopropyl-(3-fluoro-5′-trifluoromethyl-3,4,5,6-tetrahydro-2H-[1,2′]bipyridinyl-4-yl)-amine and 4-(5-methyl-tetrazol-1-yl)-benzoic acid following a procedure analogous to that described in Example 107. LC (method 19): tR=4.26 min; Mass spectrum (ESI+): m/z=490 [M+H]+. Reactants: B, COc1ccc(OCCC#N)cc1, Cc1ccccc1, [Na+], C1CCOC1, C1CCOC1, [OH-]. Product: COc1ccc(OCCCN)cc1. RXN SMILES: [BH3:19].[CH3:1][O:2][c:3]1[cH:4][cH:5][c:6]([O:7][CH2:8][CH2:9][C:10]#[N:11])[cH:12][cH:13]1.[CH3:22][c:23]1[cH:24][cH:25][cH:26][cH:27][cH:28]1.[Na+:21].[O:14]1[CH2:15][CH2:16][CH2:17][CH2:18]1.[O:29]1[CH2:30][CH2:31][CH2:32][CH2:33]1.[OH-:20]>>[CH3:1][O:2][c:3]1[cH:4][cH:5][c:6]([O:7][CH2:8][CH2:9][CH2:10][NH2:11])[cH:12][cH:13]1. Starting materials: [N-]=[N+]=[N-] (azide), S(=O)(=O)([O-])C1=CC=C([N+](=O)[O-])C=C1 (nosylate), N1(CCCC1)C1=CC=NC=C1 (4-pyrrolidinopyridine), [N-]=[N+]=[N-] (azide), [N-]=[N+]=[N-].[Na+] (sodium azide), Secondary alcohol, [N+](=O)([O-])C1=CC=C(C=C1)S(=O)(=O)Cl (4-nitrobenzenesulfonyl chloride). Solvent: C(Cl)(Cl)Cl (chloroform), CN(C=O)C (N,N-dimethylformamide). Product: primary alcohol, [N+](=O)([O-])C1=CC=C(C=C1)S(=O)(=O)Cl (4-nitrobenzenesulfonyl chloride), S(=O)(=O)(C1=CC=C([N+](=O)[O-])C=C1)N=[N+]=[N-] (azido-nosylate). Reaction SMILES: [N-:1]=[N+:2]=[N-:3].[S:4]([C:8]1[CH:16]=[CH:15][C:11]([N+:12]([O-:14])=[O:13])=[CH:10][CH:9]=1)([O-])(=[O:6])=[O:5].[N+:17]([C:20]1[CH:25]=[CH:24][C:23]([S:26]([Cl:29])(=[O:28])=[O:27])=[CH:22][CH:21]=1)([O-:19])=[O:18].N1(C2C=CN=CC=2)CCCC1.[N-]=[N+]=[N-].[Na+]>C(Cl)(Cl)Cl.CN(C)C=O>[N+:17]([C:20]1[CH:25]=[CH:24][C:23]([S:26]([Cl:29])(=[O:27])=[O:28])=[CH:22][CH:21]=1)([O-:19])=[O:18].[S:4]([N:1]=[N+:2]=[N-:3])([C:8]1[CH:16]=[CH:15][C:11]([N+:12]([O-:14])=[O:13])=[CH:10][CH:9]=1)(=[O:5])=[O:6] |f:4.5|. Procedure: Secondary alcohol 7 was converted to azide 8 through the formation of a secondary nosylate using 4-nitrobenzenesulfonyl chloride and 4-pyrrolidinopyridine in chloroform followed by azide displacement with sodium azide in N,N-dimethylformamide at 50° C. The p-methoxy trityl protecting group was selectively removed using 1% p-toluenesulfonic acid in methylene chloride. Nosylation of the primary alcohol with 4-nitrobenzenesulfonyl chloride and pyridine in chloroform provided azido-nosylate 9.